This data is from the Open Reaction Database (ORD), a public repository of structured organic reaction records. The task is: describe an organic reaction: reactants, conditions, products, and yield The reactants are O=C1CCC(=O)N1Br, C1CCOC1, O, Cc1ccc(S(=O)(=O)n2ccc(-c3ccc(F)cc3)c2-c2ccc(S(C)(=O)=O)cc2)cc1. The product is Cc1ccc(S(=O)(=O)n2c(Br)cc(-c3ccc(F)cc3)c2-c2ccc(S(C)(=O)=O)cc2)cc1. As a reaction SMILES: [Br:33][N:34]1[C:35](=[O:36])[CH2:37][CH2:38][C:39]1=[O:40].[O:41]1[CH2:42][CH2:43][CH2:44][CH2:45]1.[OH2:46].[c:1]1([CH3:32])[cH:2][cH:3][c:4]([S:7](=[O:8])(=[O:9])[n:10]2[c:11](-[c:22]3[cH:23][cH:24][c:25]([S:28](=[O:29])(=[O:30])[CH3:31])[cH:26][cH:27]3)[c:12](-[c:15]3[cH:16][cH:17][c:18]([F:21])[cH:19][cH:20]3)[cH:13][cH:14]2)[cH:5][cH:6]1>>[c:1]1([CH3:32])[cH:2][cH:3][c:4]([S:7](=[O:8])(=[O:9])[n:10]2[c:11](-[c:22]3[cH:23][cH:24][c:25]([S:28](=[O:29])(=[O:30])[CH3:31])[cH:26][cH:27]3)[c:12](-[c:15]3[cH:16][cH:17][c:18]([F:21])[cH:19][cH:20]3)[cH:13][c:14]2[Br:33])[cH:5][cH:6]1. The reactants are C1C(C)O1 (propylene oxide), C1CO1 (ethylene oxide), C(O)CN (ethanolamine), polyethers, C(O)C(CC)(CO)CO (trimethylolpropane), polyether, propylene-1,3, Polyethers, 1,2-glycol, C1C(C2=CC=CC=C2)O1 (styrene oxide), C(Cl)C1CO1 (epichlorohydrin), polyethers, NC1=CC=CC=C1 (aniline), N (ammonia), C(CN)N (ethylene diamine), epoxides, amines, Sucrose polyethers, B(F)(F)F (BF3), epoxides, alcohols, 4,4'-dihydroxy-diphenylpropane, polyethers. The solvent is O (water), C1CCCO1 (butylene oxide), C(CO)O (ethylene glycol), O1CCCC1 (tetrahydrofuran). Yields the product C=CC1=CC=CC=C1 (styrene), C(C=C)#N (acrylonitrile), polybutadienes. RXN SMILES: [CH2:1]1O[CH2:2]1.[CH2:4]1O[CH:5]1[CH3:6].[CH2:8]1O[CH:9]1C1C=CC=CC=1.[CH2:17](C1OC1)Cl.B(F)(F)F.C(C(CO)(CO)CC)O.[NH2:35][C:36]1C=CC=CC=1.N.C(CN)O.C(N)CN>C(O)CO.O.O1CCCC1>[CH2:8]=[CH:9][C:2]1[CH:1]=[CH:17][CH:4]=[CH:5][CH:6]=1.[C:36](#[N:35])[CH:1]=[CH2:2]. Procedure: Suitable polyethers containing from 2 to 8, preferably 2 or 3 hydroxyl groups may be prepared, for example, by polymerising epoxides such as ethylene oxide, propylene oxide, butylene oxide, tetrahydrofuran, styrene oxide or epichlorohydrin, each with itself, e.g. in the presence of BF3, or by addition of these epoxides either as mixtures of successively to starting components which contain reactive hydrogen atoms such as alcohols or amines, e.g. water, ethylene glycol, propylene-1,3- or -1,2-gly... Reactants: CCC(=CCCc1ccc(OC)c(OC)c1)CCBr, CC(C)=O, [I-], [Na+]. Product: CCC(=CCCc1ccc(OC)c(OC)c1)CCI. RXN SMILES: [CH2:1]([CH3:2])[C:3]([CH2:4][CH2:5][Br:6])=[CH:7][CH2:8][CH2:9][c:10]1[cH:11][c:12]([O:18][CH3:19])[c:13]([O:16][CH3:17])[cH:14][cH:15]1.[CH3:22][C:23](=[O:24])[CH3:25].[I-:21].[Na+:20]>>[CH2:1]([CH3:2])[C:3]([CH2:4][CH2:5][I:21])=[CH:7][CH2:8][CH2:9][c:10]1[cH:11][c:12]([O:18][CH3:19])[c:13]([O:16][CH3:17])[cH:14][cH:15]1. The reactants are C(C)(=O)O (acetic acid), COC1OC(CC1)OC (2,5-dimethoxytetrahydrofuran), NC1=CC=C(C(=O)NC2=C(C(=O)O)C=CC(=C2)OC2=CC=CC=C2)C=C1 (2-(4-aminobenzamido)-4-phenoxybenzoic acid), C(O)([O-])=O.[Na+] (sodium hydrogen carbonate). The solvent is C(C)(=O)OCC (ethyl acetate). Run at temperature 90 celsius, time 5 minute. Product: O(C1=CC=CC=C1)C1=CC(=C(C(=O)O)C=C1)NC(C1=CC=C(C=C1)N1C=CC=C1)=O (4-phenoxy-2-(4-(1H-pyrrol-1-yl)benzamido)benzoic acid). RXN SMILES: C(O)(=O)C.CO[CH:7]1[CH2:11][CH2:10][CH:9](OC)O1.[NH2:14][C:15]1[CH:39]=[CH:38][C:18]([C:19]([NH:21][C:22]2[CH:30]=[C:29]([O:31][C:32]3[CH:37]=[CH:36][CH:35]=[CH:34][CH:33]=3)[CH:28]=[CH:27][C:23]=2[C:24]([OH:26])=[O:25])=[O:20])=[CH:17][CH:16]=1.C(=O)([O-])O.[Na+]>C(OCC)(=O)C>[O:31]([C:29]1[CH:28]=[CH:27][C:23]([C:24]([OH:26])=[O:25])=[C:22]([NH:21][C:19](=[O:20])[C:18]2[CH:17]=[CH:16][C:15]([N:14]3[CH:7]=[CH:11][CH:10]=[CH:9]3)=[CH:39][CH:38]=2)[CH:30]=1)[C:32]1[CH:37]=[CH:36][CH:35]=[CH:34][CH:33]=1 |f:3.4|. Reported procedure: 0.25 mL of acetic acid and 4.1 μL of 2,5-dimethoxytetrahydrofuran were added sequentially to 10 mg of 2-(4-aminobenzamido)-4-phenoxybenzoic acid at room temperature and stirred at 90° C. for 5 minutes. After the reaction mixture was cooled so room temperature, ethyl acetate and a saturated sodium hydrogen carbonate aqueous solution were added. The organic layer was separated and dried over anhydrous magnesium sulfate after washed with a saturated sodium chloride aqueous solution, and the solvent... Starting materials: NCCCCCCCCCCC(=O)O (11-aminoundecanoic acid), C(C1=CC=CC=C1)(=O)C1=C(C=CC(=C1)Cl)S(=O)(=O)Cl (2-benzoyl-4-chlorobenzenesulphonyl chloride). Run in [OH-].[Na+] (caustic soda), C(Cl)Cl (methylene chloride). Product: C(C1=CC=CC=C1)(=O)C1=C(C=CC(=C1)Cl)S(=O)(=O)NCCCCCCCCCCC(=O)O (11-(2-benzoyl-4-chlorobenzenesulphonamido)undecanoic acid). Reaction SMILES: [NH2:1][CH2:2][CH2:3][CH2:4][CH2:5][CH2:6][CH2:7][CH2:8][CH2:9][CH2:10][CH2:11][C:12]([OH:14])=[O:13].[C:15]([C:23]1[CH:28]=[C:27]([Cl:29])[CH:26]=[CH:25][C:24]=1[S:30](Cl)(=[O:32])=[O:31])(=[O:22])[C:16]1[CH:21]=[CH:20][CH:19]=[CH:18][CH:17]=1>[OH-].[Na+].C(Cl)Cl>[C:15]([C:23]1[CH:28]=[C:27]([Cl:29])[CH:26]=[CH:25][C:24]=1[S:30]([NH:1][CH2:2][CH2:3][CH2:4][CH2:5][CH2:6][CH2:7][CH2:8][CH2:9][CH2:10][CH2:11][C:12]([OH:14])=[O:13])(=[O:32])=[O:31])(=[O:22])[C:16]1[CH:17]=[CH:18][CH:19]=[CH:20][CH:21]=1 |f:2.3|. Procedure: 24.16 g (0.12 mole) of 11-aminoundecanoic acid in 250 ml of normal caustic soda are added to 37.9 g (0.12 mole) of 2-benzoyl-4-chlorobenzenesulphonyl chloride in 250 ml of methylene chloride, at 0° C. and with stirring.